Dataset: the Open Reaction Database (ORD), a public repository of structured organic reaction records. Task: describe an organic reaction: reactants, conditions, products, and yield Starting materials: [OH-].[K+] (KOH), [OH-].[K+] (KOH), C(C)(=O)NC=1C(=C(C(=O)O)C(=C(C1I)NC(C)=O)I)I (3,5-diacetylamino-2,4,6-triiodobenzoic acid), [OH-].[K+] (KOH). Run in O (water), O (water). Conditions: temperature 60 celsius. Yields the product C(C)(=O)NC=1C(=C(C(=O)[O-])C(=C(C1I)NC(C)=O)I)I.[K+] (Potassium 3,5-diacetylamino-2,4,6-triiodobenzoate). Reaction SMILES: [C:1]([NH:4][C:5]1[C:6]([I:20])=[C:7]([C:11]([I:19])=[C:12]([NH:15][C:16](=[O:18])[CH3:17])[C:13]=1[I:14])[C:8]([OH:10])=[O:9])(=[O:3])[CH3:2].[OH-].[K+:22]>O>[C:16]([NH:15][C:12]1[C:11]([I:19])=[C:7]([C:6]([I:20])=[C:5]([NH:4][C:1](=[O:3])[CH3:2])[C:13]=1[I:14])[C:8]([O-:10])=[O:9])(=[O:18])[CH3:17].[K+:22] |f:1.2,4.5|. Procedure details: A suspension of 3,5-diacetylamino-2,4,6-triiodobenzoic acid (0.5 g, 0.81 mmol) in water (5 ml) was heated to 60° C. and an aqueous solution of KOH prepared by dissolving KOH (46 mg, 0.81 mmol) in water (2 ml) was added. A solution of 0.5N KOH was added dropwise to the suspension to adjust it to pH 7. Water was removed under reduced pressure to give a residue which was washed twice with ethanol and dried under reduced pressure. The reactants are N1=CC=CC2=CC=CC(=C12)OCCO (2-(8-quinolinyloxy)ethanol), S(N)(=O)(=O)Cl (sulfamoyl chloride), Cl (hydrochloric acid). Solvent: C(C)#N.C(C)(C)O (acetonitrile isopropyl alcohol). Product: Cl.N1=CC=CC2=CC=CC(=C12)OCCOS(N)(=O)=O (Sulfamic acid 2-(8-quinolinyloxy)ethyl ester monohydrochloride). As a reaction SMILES: [N:1]1[C:10]2[C:5](=[CH:6][CH:7]=[CH:8][C:9]=2[O:11][CH2:12][CH2:13][OH:14])[CH:4]=[CH:3][CH:2]=1.[S:15]([Cl:19])(=[O:18])(=[O:17])[NH2:16].Cl>C(#N)C.C(O)(C)C>[ClH:19].[N:1]1[C:10]2[C:5](=[CH:6][CH:7]=[CH:8][C:9]=2[O:11][CH2:12][CH2:13][O:14][S:15](=[O:18])(=[O:17])[NH2:16])[CH:4]=[CH:3][CH:2]=1 |f:3.4,5.6|. Procedure: Using the procedure of Example 4, 5.4 g (0.029 mole) of 2-(8-quinolinyloxy)ethanol was reacted with sulfamoyl chloride. During work-up of the reaction, a light-yellow material deposited out from the organic-aqueous system. 1H NMR of this material suggested that it might be a quaternary salt. The oily product obtained at the end of the work-up procedure weighed 2.7 g. This oil was dissolved in acetonitrile-isopropyl alcohol and acidified with 37% hydrochloric acid. The mixture was evaporated to a... Starting materials: C=C1COC2=C(OC1)C=CC=C2 (3-methylene-3,4-dihydro-2H-1,5-benzodioxepine), C[N+]1(CCOCC1)[O-] (4-methylmorpholine N-oxide), C(=O)(O)[O-].[Na+] (NaHCO3). The reagents and catalysts are O=[Os](=O)(=O)=O (OsO4). The solvent is C(C)(C)(C)O (t-butanol), O (water), CC(=O)C (acetone). Reaction conditions: time 8 hour. Yields the product OCC1(COC2=C(OC1)C=CC=C2)O (3-(hydroxymethyl)-3,4-dihydro-2H-1,5-benzodioxepin-3-ol). As a reaction SMILES: C=C1[CH2:8][O:7][C:6]2[CH:9]=[CH:10][CH:11]=[CH:12][C:5]=2[O:4][CH2:3]1.C[N+]1([O-])CC[O:17][CH2:16]C1.[C:21]([O-:24])(O)=O.[Na+]>C(O)(C)(C)C.O.CC(C)=O.O=[Os](=O)(=O)=O>[OH:17][CH2:16][C:21]1([OH:24])[CH2:3][O:4][C:5]2[CH:12]=[CH:11][CH:10]=[CH:9][C:6]=2[O:7][CH2:8]1 |f:2.3|. Procedure details: A cloudy solution of Example 280A (0.81 g, 5 mmol), 4-methylmorpholine N-oxide (644 mg, 5.5 mmol) in t-butanol (0.4 mL), water (2.5 mL) and acetone (1.5 mL) was treated with OsO4 (0.1 mL, 4% aq. solution) then stirred overnight. The reaction mixture was treated with 2 g NaHCO3, concentrated and partitioned between water and EtOAc. The organics were dried (MgSO4), filtered and concentrated to a white solid (740 mg, 75%). MS (ESI): 219 (M+Na)+. Procedure: The title compound was prepared from 3-(5-(1H-1,2,4-triazol-3-yl)-1-perhydro-2H-pyran-2-yl-1H-indazol-3-yl)phenol (0.394 g, 0.65 mmol), triphenyl phosphine (0.685 g, 2.61 mmol), diethyl azodicarboxylate (0.41 mL, 2.61 mmol), 3-pyridylcarbinol (0.26 mL, 2.67 mmol) in tetrahydrofuran (2.5 mL) and was allowed to stir at room temperature overnight. To this mixture 6 N hydrogen chloride (20 mL) was added and allowed to stir at room temperature for 5 hours. This reaction was extracted with diethyl eth... Product: N1N=C(N=C1)C=1C=C(C=C(C1)C1=NNC2=CC=CC=C12)OCC=1C=NC=CC1 (5-(1H-1,2,4-TRIAZOL-3-YL)(1H-INDAZOL-3-YL)-3-(3-PYRIDYLMETHOXY)BENZENE). Starting materials: mixture, Cl (hydrogen chloride), N1N=C(N=C1)C=1C=C2C(=NN(C2=CC1)C1OCCCC1)C=1C=C(C=CC1)O (3-(5-(1H-1,2,4-triazol-3-yl)-1-perhydro-2H-pyran-2-yl-1H-indazol-3-yl)phenol), C1(=CC=CC=C1)P(C1=CC=CC=C1)C1=CC=CC=C1 (triphenyl phosphine), N(=NC(=O)OCC)C(=O)OCC (diethyl azodicarboxylate), N1=CC(=CC=C1)CO (3-pyridylcarbinol). RXN SMILES: [NH:1]1[CH:5]=[N:4][C:3]([C:6]2[CH:7]=[C:8]3[C:12](=[CH:13][CH:14]=2)[N:11](C2CCCCO2)[N:10]=[C:9]3[C:21]2[CH:22]=[C:23](O)[CH:24]=[CH:25][CH:26]=2)=[N:2]1.C1(P(C2C=CC=CC=2)C2C=CC=CC=2)C=CC=CC=1.N(C(OCC)=O)=NC(OCC)=O.[N:59]1[CH:64]=[CH:63][CH:62]=[C:61]([CH2:65][OH:66])[CH:60]=1.Cl>O1CCCC1>[NH:1]1[CH:5]=[N:4][C:3]([C:6]2[CH:14]=[C:13]([O:66][CH2:65][C:61]3[CH:60]=[N:59][CH:64]=[CH:63][CH:62]=3)[CH:12]=[C:8]([C:9]3[C:21]4[C:22](=[CH:23][CH:24]=[CH:25][CH:26]=4)[NH:11][N:10]=3)[CH:7]=2)=[N:2]1. Reaction conditions: time 8 hour. Yield: 12.0%. The solvent is O1CCCC1 (tetrahydrofuran). Reactants: CN1CCCC1, CN(C)C=O, Cl, Cl, Nc1nc(-n2cc(C(=O)O)c(=O)c3c(N)c(F)c(F)c(F)c32)c(F)cc1F, NC1CNC1. Yields the product Nc1nc(-n2cc(C(=O)O)c(=O)c3c(N)c(F)c(N4CC(N)C4)c(F)c32)c(F)cc1F. As a reaction SMILES: [CH3:35][N:36]1[CH2:37][CH2:38][CH2:39][CH2:40]1.[CH3:41][N:42]([CH3:43])[CH:44]=[O:45].[ClH:28].[ClH:29].[NH2:1][c:2]1[c:3]2[c:4](=[O:27])[c:5]([C:24](=[O:25])[OH:26])[cH:6][n:7](-[c:15]3[n:16][c:17]([NH2:23])[c:18]([F:22])[cH:19][c:20]3[F:21])[c:8]2[c:9]([F:14])[c:10]([F:13])[c:11]1[F:12].[NH2:30][CH:31]1[CH2:32][NH:33][CH2:34]1>>[NH2:1][c:2]1[c:3]2[c:4](=[O:27])[c:5]([C:24](=[O:25])[OH:26])[cH:6][n:7](-[c:15]3[n:16][c:17]([NH2:23])[c:18]([F:22])[cH:19][c:20]3[F:21])[c:8]2[c:9]([F:14])[c:10]([N:33]2[CH2:32][CH:31]([NH2:30])[CH2:34]2)[c:11]1[F:12]. The reactants are C1N(CCC2=CC=CC=C12)C(=O)O[C@@H]1CN([C@@H](C1)C(N[C@H](C(=O)N[C@H](C(=O)NC)C1CCCCC1)C(C)(C)C)=O)CC ((3S,5S)-5-((S)-1-((S)-1-cyclohexyl-2-(methylamino)-2-oxoethylamino)-3,3-dimethyl-1-oxobutan-2-ylcarbamoyl)-1-ethylpyrrolidin-3-yl 3,4-dihydroisoquinoline-2(1H)-carboxylate), C(Cl)Cl.C(=O)(C(F)(F)F)O (DCM TFA). The product is C1N(CCC2=CC=CC=C12)C(=O)O[C@@H]1CN[C@@H](C1)C(N[C@H](C(=O)N[C@H](C(=O)NC)C1CCCCC1)C(C)(C)C)=O ((3S,5 S)-5-((S)-1-((S)-1-cyclohexyl-2-(methylamino)-2-oxoethylamino)-3,3-dimethyl-1-oxobutan-2-ylcarbamoyl)pyrrolidin-3-yl 3,4-dihydroisoquinoline-2(1H)-carboxylate). The yield is 111.7%. As a reaction SMILES: [CH2:1]1[C:10]2[C:5](=[CH:6][CH:7]=[CH:8][CH:9]=2)[CH2:4][CH2:3][N:2]1[C:11]([O:13][C@H:14]1[CH2:18][C@@H:17]([C:19](=[O:40])[NH:20][C@@H:21]([C:36]([CH3:39])([CH3:38])[CH3:37])[C:22]([NH:24][C@@H:25]([CH:30]2[CH2:35][CH2:34][CH2:33][CH2:32][CH2:31]2)[C:26]([NH:28][CH3:29])=[O:27])=[O:23])[N:16](CC)[CH2:15]1)=[O:12].C(Cl)Cl.C(O)(C(F)(F)F)=O>>[CH2:1]1[C:10]2[C:5](=[CH:6][CH:7]=[CH:8][CH:9]=2)[CH2:4][CH2:3][N:2]1[C:11]([O:13][C@H:14]1[CH2:18][C@@H:17]([C:19](=[O:40])[NH:20][C@@H:21]([C:36]([CH3:38])([CH3:37])[CH3:39])[C:22]([NH:24][C@@H:25]([CH:30]2[CH2:31][CH2:32][CH2:33][CH2:34][CH2:35]2)[C:26]([NH:28][CH3:29])=[O:27])=[O:23])[NH:16][CH2:15]1)=[O:12] |f:1.2|. Procedure: Compound 30 (0.238 g) is treated with DCM-TFA (3 ml-1.5 ml) at 0° C. for 1 h. The volatiles are evaporated to dryness. Compound 31 (crude, 0.253 g) is obtained as white foam for use in the next step. The reactants are C(C1=CC=CC=C1)N1C(=CC2=NC(=CC=C21)Cl)Br (1-benzyl-2-bromo-5-chloro-1H-pyrrolo[3,2-b]pyridine), C(CCC)[Sn](C1=CN=CS1)(CCCC)CCCC (5-(tributylstannyl)-1,3-thiazole). The reagents and catalysts are C=1C=CC(=CC1)[P](C=2C=CC=CC2)(C=3C=CC=CC3)[Pd]([P](C=4C=CC=CC4)(C=5C=CC=CC5)C=6C=CC=CC6)([P](C=7C=CC=CC7)(C=8C=CC=CC8)C=9C=CC=CC9)[P](C=1C=CC=CC1)(C=1C=CC=CC1)C=1C=CC=CC1 (Tetrakis(triphenylphosphine)palladium(0)). Run in C1(=CC=CC=C1)C (toluene). Conditions: temperature 110 celsius. Product: C(C1=CC=CC=C1)N1C(=CC2=NC(=CC=C21)Cl)C2=CN=CS2 (1-benzyl-5-chloro-2-(1,3-thiazol-5-yl)-1H-pyrrolo[3,2-b]pyridine). RXN SMILES: [CH2:1]([N:8]1[C:16]2[C:11](=[N:12][C:13]([Cl:17])=[CH:14][CH:15]=2)[CH:10]=[C:9]1Br)[C:2]1[CH:7]=[CH:6][CH:5]=[CH:4][CH:3]=1.C([Sn](CCCC)(CCCC)[C:24]1[S:28][CH:27]=[N:26][CH:25]=1)CCC>C1(C)C=CC=CC=1.C1C=CC([P]([Pd]([P](C2C=CC=CC=2)(C2C=CC=CC=2)C2C=CC=CC=2)([P](C2C=CC=CC=2)(C2C=CC=CC=2)C2C=CC=CC=2)[P](C2C=CC=CC=2)(C2C=CC=CC=2)C2C=CC=CC=2)(C2C=CC=CC=2)C2C=CC=CC=2)=CC=1>[CH2:1]([N:8]1[C:16]2[C:11](=[N:12][C:13]([Cl:17])=[CH:14][CH:15]=2)[CH:10]=[C:9]1[C:24]1[S:28][CH:27]=[N:26][CH:25]=1)[C:2]1[CH:7]=[CH:6][CH:5]=[CH:4][CH:3]=1 |^1:47,49,68,87|. Reported procedure: A mixture of 1-benzyl-2-bromo-5-chloro-1H-pyrrolo[3,2-b]pyridine (0.15 g, 0.47 mmol, from Example 62, Step 2) and 5-(tributylstannyl)-1,3-thiazole (0.17 g, 0.47 mmol, Synthonix) in toluene (9.0 mL) was degassed using a stream of nitrogen through the solution. Tetrakis(triphenylphosphine)palladium(0) (54 mg, 0.047 mmol) was added and the mixture was heated to 110° C. for 5 hours. Solvent was removed in vacuo and the residue was dissolved in MeCN, filtered, and purified by flash chromatography, el... Starting materials: COC=1C=C(C=C(C1)OC)C1=CC2=C(C=N1)C(=NN2C2OCCCC2)C=2C=NN(C2)C (6-(3,5-dimethoxyphenyl)-3-(1-methyl-1H-pyrazol-4-yl)-1-(tetrahydro-2H-pyran-2-yl)-1H-pyrazolo[4,3-c]pyridine), S(=O)(=O)(Cl)Cl (sulfuryl chloride), C(C)(=O)Cl (acetyl chloride), Cl (HCl), S(=O)(=O)(Cl)Cl (sulfuryl chloride). Run in CO (methanol), C(Cl)Cl (methylene chloride), C(Cl)Cl (methylene chloride), C(C)#N (acetonitrile), CO (methanol). Conditions: time 8 hour. Yields the product ClC1=C(C(=C(C=C1OC)OC)Cl)C1=CC2=C(C=N1)C(=NN2)C=2C=NN(C2)C (6-(2,6-dichloro-3,5-dimethoxyphenyl)-3-(1-methyl-1H-pyrazol-4-yl)-1H-pyrazolo[4,3-c]pyridine). RXN SMILES: [CH3:1][O:2][C:3]1[CH:4]=[C:5]([C:11]2[N:16]=[CH:15][C:14]3[C:17]([C:26]4[CH:27]=[N:28][N:29]([CH3:31])[CH:30]=4)=[N:18][N:19](C4CCCCO4)[C:13]=3[CH:12]=2)[CH:6]=[C:7]([O:9][CH3:10])[CH:8]=1.S(Cl)([Cl:35])(=O)=O.[ClH:37].C(Cl)(=O)C>C(Cl)Cl.CO.C(#N)C>[Cl:37][C:4]1[C:3]([O:2][CH3:1])=[CH:8][C:7]([O:9][CH3:10])=[C:6]([Cl:35])[C:5]=1[C:11]1[N:16]=[CH:15][C:14]2[C:17]([C:26]3[CH:27]=[N:28][N:29]([CH3:31])[CH:30]=3)=[N:18][NH:19][C:13]=2[CH:12]=1. Procedure details: At 0° C. to a stirring solution of 6-(3,5-dimethoxyphenyl)-3-(1-methyl-1H-pyrazol-4-yl)-1-(tetrahydro-2H-pyran-2-yl)-1H-pyrazolo[4,3-c]pyridine (80 mg, 0.2 mmol) in methylene chloride (3 mL) was added dropwise a solution of sulfuryl chloride (31 μL, 0.38 mmol)(Acros Organics, Cat. #: 37815) in methylene chloride (1 mL). The mixture was stirred at r.t. overnight. To the mixture was added acetonitrile (2 mL) and it was stirred at r.t. for 1 h. Then, to the mixture was added another 31 μL of sulfur... Reactants: C1(=CC=CC=C1)C(=C(OC)OC)OC (phenyl trimethoxy ethylene), C(C1=CC=CC=C1)=O (benzaldehyde), Cl (HCl), CO (MeOH). Solvent: [Cl-].[Cl-].[Zn+2].[Cl-].OCC[N+](C)(C)C (ZnCl2 Choline chloride). Reaction conditions: time 10 minute. Product: OC(CC(=O)C1=CC=CC=C1)C1=CC=CC=C1 (3-hydroxy 1,3-diphenyl-1-propanone). As a reaction SMILES: [C:1]1([C:7]([O:13]C)=[C:8](OC)OC)[CH:6]=[CH:5][CH:4]=[CH:3][CH:2]=1.[CH:15](=[O:22])[C:16]1[CH:21]=[CH:20][CH:19]=[CH:18][CH:17]=1.Cl.CO>[Cl-].[Cl-].[Zn+2].[Cl-].OCC[N+](C)(C)C>[OH:13][CH:7]([C:1]1[CH:2]=[CH:3][CH:4]=[CH:5][CH:6]=1)[CH2:8][C:15]([C:16]1[CH:21]=[CH:20][CH:19]=[CH:18][CH:17]=1)=[O:22] |f:4.5.6.7.8|. Reported procedure: A mixture of phenyl trimethoxy ethylene (0.005 mol) and benzaldehyde (0.005 mol) in ZnCl2-Choline chloride (2:1) melt (0.5 ml) was stirred mechanically for 10 minutes and silylated intermediate was pipetted out and treated with HCl(1N)/MeOH (1:10) to give pure 3-hydroxy 1,3-diphenyl-1-propanone quantitatively. The reactants are CC1CC=2CCCCCCCCCCC2C1 (14-Methyl-bicyclo[10.3.0]pentadec-1(12)-ene), CC1CC=2CCCCCCCCCCC2C1 (14-Methyl-bicyclo[10.3.0]pentadec-1(12)-ene), II (iodine). Yields the product CC1C=C2CCCCCCCCCCC2C1 (14-Methyl-bicyclo[10.3.0]pentadec-12-ene). The yield is 92.0%. RXN SMILES: [CH3:1][CH:2]1[CH2:16][C:15]2[CH2:14][CH2:13][CH2:12][CH2:11][CH2:10][CH2:9][CH2:8][CH2:7][CH2:6][CH2:5][C:4]=2[CH2:3]1.II>>[CH3:1][CH:2]1[CH2:16][CH:15]2[C:4]([CH2:5][CH2:6][CH2:7][CH2:8][CH2:9][CH2:10][CH2:11][CH2:12][CH2:13][CH2:14]2)=[CH:3]1. Procedure details: Pure 14-methyl-bicyclo[10.3.0]pentadec-1(12)-ene (C) was also prepared as follows: 0.53 g of the above 10:1 mixture of compounds C and D were heated during 4 h 1/2 in the presence of 0.02 g of iodine, under argon atmosphere. After distillation of the reaction mixture (b.p. 100°-110° /0.01 Torr) there were isolated 0.48 g (92% yield) of the desired compound.